This data is from the Open Reaction Database (ORD), a public repository of structured organic reaction records. The task is: describe an organic reaction: reactants, conditions, products, and yield Reactants: C(=O)NC=1SC=C(N1)C(C(=O)O)=NOCCCC (2-(2-formamidothiazol-4-yl)-2-butoxyiminoacetic acid), P(=O)(Cl)(Cl)Cl (phosphoryl chloride), NC1[C@@H]2N(C(=C(CS2)Cl)C(=O)OCC2=CC=C(C=C2)[N+](=O)[O-])C1=O (4-nitrobenzyl 7-amino-3-chloro-3-cephem-4-carboxylate), C[Si](C)(C)CC(=O)N (trimethylsilylacetamide), C[Si](C)(C)C(C(=O)N)[Si](C)(C)C (bis(trimethylsilyl)acetamide). Solvent: C(C)(=O)OCC (ethyl acetate), C(C)(=O)OCC (ethyl acetate), CN(C=O)C (N,N-dimethylformamide). Product: C(=O)NC=1SC=C(N1)C(C(=O)NC1[C@@H]2N(C(=C(CS2)Cl)C(=O)OCC2=CC=C(C=C2)[N+](=O)[O-])C1=O)=NOCCCC (4-nitrobenzyl 7-[2-(2-formamidothiazol-4-yl)-2-butoxyiminoacetamido]-3-chloro-3-cephem-4-carboxylate). Yield: 81.9%. Reaction SMILES: [CH:1]([NH:3][C:4]1[S:5][CH:6]=[C:7]([C:9](=[N:13][O:14][CH2:15][CH2:16][CH2:17][CH3:18])[C:10]([OH:12])=O)[N:8]=1)=[O:2].P(Cl)(Cl)(Cl)=O.[NH2:24][CH:25]1[C:46](=[O:47])[N:27]2[C:28]([C:33]([O:35][CH2:36][C:37]3[CH:42]=[CH:41][C:40]([N+:43]([O-:45])=[O:44])=[CH:39][CH:38]=3)=[O:34])=[C:29]([Cl:32])[CH2:30][S:31][C@H:26]12.C[Si](CC(N)=O)(C)C.C[Si](C([Si](C)(C)C)C(N)=O)(C)C>C(OCC)(=O)C.CN(C)C=O>[CH:1]([NH:3][C:4]1[S:5][CH:6]=[C:7]([C:9](=[N:13][O:14][CH2:15][CH2:16][CH2:17][CH3:18])[C:10]([NH:24][CH:25]2[C:46](=[O:47])[N:27]3[C:28]([C:33]([O:35][CH2:36][C:37]4[CH:38]=[CH:39][C:40]([N+:43]([O-:45])=[O:44])=[CH:41][CH:42]=4)=[O:34])=[C:29]([Cl:32])[CH2:30][S:31][C@H:26]23)=[O:12])[N:8]=1)=[O:2]. Reported procedure: A solution of 2-(2-formamidothiazol-4-yl)-2-butoxyiminoacetic acid (syn isomer, 1.5 g.), N,N-dimethylformamide (440 mg.) and phosphoryl chloride (920 mg.) in ethyl acetate (12 ml.) and a solution of 4-nitrobenzyl 7-amino-3-chloro-3-cephem-4-carboxylate (2.03 g.), trimethylsilylacetamide (7 g.) and bis(trimethylsilyl)acetamide (2 ml.) in ethyl acetate (25 ml.) were treated in a similar manner to that of Example 21-(1) to give 4-nitrobenzyl 7-[2-(2-formamidothiazol-4-yl)-2-butoxyiminoacetamido]-3-...